This data is from the Open Reaction Database (ORD), a public repository of structured organic reaction records. The task is: describe an organic reaction: reactants, conditions, products, and yield Reactants: CN1C(CC(CC1(C)C)O)(C)C (1,2,2,6,6-pentamethyl-piperidin-4-ol), ClC1=C(C=C(C=C1)O)C(F)(F)F (4-chloro-3-trifluoromethylphenol). Yields the product Cl.ClC1=C(C=C(OC2CC(N(C(C2)(C)C)C)(C)C)C=C1)C(F)(F)F (4-(4-Chloro-3-trifluoromethyl-phenoxy)-1,2,2,6,6-pentamethyl-piperidine hydrochloric acid salt). Reaction SMILES: [CH3:1][N:2]1[C:7]([CH3:9])([CH3:8])[CH2:6][CH:5]([OH:10])[CH2:4][C:3]1([CH3:12])[CH3:11].[Cl:13][C:14]1[CH:19]=[CH:18][C:17](O)=[CH:16][C:15]=1[C:21]([F:24])([F:23])[F:22]>>[ClH:13].[Cl:13][C:14]1[CH:19]=[CH:18][C:17]([O:10][CH:5]2[CH2:6][C:7]([CH3:8])([CH3:9])[N:2]([CH3:1])[C:3]([CH3:12])([CH3:11])[CH2:4]2)=[CH:16][C:15]=1[C:21]([F:22])([F:23])[F:24] |f:2.3|. Reported procedure: Was prepared according to method A from 1,2,2,6,6-pentamethyl-piperidin-4-ol and 4-chloro-3-trifluoromethylphenol. Mp 240-245° C. Starting materials: BrC[Si](OC)(OC)C (bromomethylmethyldimethoxysilane), CNCC1=CC=CC=C1 (methylbenzylamine), CN(C)C (trimethylamine). Run in CCCCCC (hexane). Reaction conditions: temperature 100 celsius, time 3 hour. The product is C(C1=CC=CC=C1)CNC[Si](OC)(OC)C (benzylmethylaminomethylmethyldimethoxysilane). RXN SMILES: Br[CH2:2][Si:3]([CH3:8])([O:6][CH3:7])[O:4][CH3:5].CN[CH2:11][C:12]1[CH:17]=[CH:16][CH:15]=[CH:14][CH:13]=1.[CH3:18][N:19](C)C>CCCCCC>[CH2:11]([CH2:18][NH:19][CH2:2][Si:3]([CH3:8])([O:6][CH3:7])[O:4][CH3:5])[C:12]1[CH:13]=[CH:14][CH:15]=[CH:16][CH:17]=1. Reported procedure: To 0.25 moles of bromomethylmethyldimethoxysilane is added 0.25 moles of methylbenzylamine, and the mixture is heated to 100° C. for 12 hours. At the end of that time, 300 ml of hexane is added and excess trimethylamine is added. This mixture is allowed to stir for 3 hours, filtered, and the hexane is removed under reduced pressure, leaving benzylmethylaminomethylmethyldimethoxysilane. The yield is 9.5%. Reaction SMILES: Cl.N1CCCC1.[Cl:7][C:8]1[CH:27]=[CH:26][C:11]([NH:12][C:13]2[C:22]3[C:17](=[CH:18][C:19]([OH:25])=[C:20]([O:23][CH3:24])[CH:21]=3)[N:16]=[CH:15][N:14]=2)=[C:10]([F:28])[CH:9]=1.C(=O)([O-])[O-].[K+].[K+].Cl.Cl[CH2:37][CH2:38][N:39]1[CH2:43][CH2:42][CH2:41][CH2:40]1>CN(C=O)C>[Cl:7][C:8]1[CH:27]=[CH:26][C:11]([NH:12][C:13]2[C:22]3[C:17](=[CH:18][C:19]([O:25][CH2:37][CH2:38][N:39]4[CH2:43][CH2:42][CH2:41][CH2:40]4)=[C:20]([O:23][CH3:24])[CH:21]=3)[N:16]=[CH:15][N:14]=2)=[C:10]([F:28])[CH:9]=1 |f:0.1,3.4.5,6.7|. The product is ClC1=CC(=C(NC2=NC=NC3=CC(=C(C=C23)OC)OCCN2CCCC2)C=C1)F (4-(4-chloro-2-fluoroanilino)-6-methoxy-7-(2-(pyrrolidin-1-yl)ethoxy)quinazoline). Starting materials: Cl.ClCCN1CCCC1 (1-(2-chloroethyl)pyrrolidine hydrochloride), Cl.N1CCCC1 (pyrrolidine hydrochloride), ClC1=CC(=C(NC2=NC=NC3=CC(=C(C=C23)OC)O)C=C1)F (4-(4-chloro-2-fluoroanilino)-7-hydroxy-6-methoxyquinazoline), C([O-])([O-])=O.[K+].[K+] (potassium carbonate). Reported procedure: 1-2-Chloroethyl)pyrrolidine hydrochloride (200 mg, 1.2 mmol) was added to a mixture of 4-(4-chloro-2-fluoroanilino)-7-hydroxy-6-methoxyquinazoline (403 mg, 1.26 mmol), (prepared as described for the starting material in Example 2), and potassium carbonate (650 mg, 4.7 mmol) in DMF (4 ml). The mixture was heated to 100° C. and further portions of 1-(2-chloroethyl)pyrrolidine hydrochloride (800 mg in total) were added periodically over 4 hours while the reaction mixture was maintained at 100° C. T... Reaction conditions: temperature 100 celsius. Solvent: CN(C)C=O (DMF). The reactants are O=S1(N(CCC1)C1=CC=C(C(=O)O)C=C1)=O (4-(1,1-dioxo-1λ6-isothiazolidin-2-yl)benzoic acid), C1(CC1)C=1C(=NC=C(C1)C(F)(F)F)N1CCNCC1 (1-(3-cyclopropyl-5-trifluoromethylpyridin-2-yl)piperazine). Yields the product C1(CC1)C=1C(=NC=C(C1)C(F)(F)F)N1CCN(CC1)C(=O)C1=CC=C(C=C1)N1S(CCC1)(=O)=O ([4-(3-cyclopropyl-5-trifluoromethylpyridin-2-yl)piperazin-1-yl][4-(1,1-dioxo-1λ6-isothiazolidin-2-yl)phenyl]methanone). Yield: 81.2%. RXN SMILES: [O:1]=[S:2]1(=[O:16])[CH2:6][CH2:5][CH2:4][N:3]1[C:7]1[CH:15]=[CH:14][C:10]([C:11]([OH:13])=O)=[CH:9][CH:8]=1.[CH:17]1([C:20]2[C:21]([N:30]3[CH2:35][CH2:34][NH:33][CH2:32][CH2:31]3)=[N:22][CH:23]=[C:24]([C:26]([F:29])([F:28])[F:27])[CH:25]=2)[CH2:19][CH2:18]1>>[CH:17]1([C:20]2[C:21]([N:30]3[CH2:35][CH2:34][N:33]([C:11]([C:10]4[CH:9]=[CH:8][C:7]([N:3]5[CH2:4][CH2:5][CH2:6][S:2]5(=[O:1])=[O:16])=[CH:15][CH:14]=4)=[O:13])[CH2:32][CH2:31]3)=[N:22][CH:23]=[C:24]([C:26]([F:29])([F:27])[F:28])[CH:25]=2)[CH2:18][CH2:19]1. Procedure: Using 4-(1,1-dioxo-1λ6-isothiazolidin-2-yl)benzoic acid (241 mg) described in Preparation Example 16 and 1-(3-cyclopropyl-5-trifluoromethylpyridin-2-yl)piperazine (271 mg) described in Preparation Example 90 and by the reaction and treatment in the same manner as in Example 87, the title compound (401 mg) was obtained. The reactants are CC(C)(C)OOC(=O)C(=O)ONC(=O)OC(C)(C)C, CCCCC1(CO)NC(=O)N(CC(=O)c2ccccc2)C1=O, CCCCP(CCCC)CCCC, C1CCOC1, CC(C)(C)OC(=O)N=NC(=O)OC(C)(C)C. Yields the product CCCCC1(CN(OC(=O)C(=O)OOC(C)(C)C)C(=O)OC(C)(C)C)NC(=O)N(CC(=O)c2ccccc2)C1=O. RXN SMILES: [C:23]([CH3:24])([CH3:25])([CH3:26])[O:27][O:28][C:29](=[O:30])[C:31](=[O:32])[O:33][NH:34][C:35]([O:36][C:37]([CH3:38])([CH3:39])[CH3:40])=[O:41].[CH2:1]([CH2:2][CH2:3][CH3:4])[C:5]1([CH2:21][OH:22])[C:6](=[O:20])[N:7]([CH2:11][C:12]([c:13]2[cH:14][cH:15][cH:16][cH:17][cH:18]2)=[O:19])[C:8](=[O:10])[NH:9]1.[CH2:42]([P:43]([CH2:44][CH2:45][CH2:46][CH3:47])[CH2:48][CH2:49][CH2:50][CH3:51])[CH2:52][CH2:53][CH3:54].[CH2:71]1[O:72][CH2:73][CH2:74][CH2:75]1.[N:55]([C:56]([O:57][C:58]([CH3:59])([CH3:60])[CH3:61])=[O:62])=[N:63][C:64]([O:65][C:66]([CH3:67])([CH3:68])[CH3:69])=[O:70]>>[CH2:1]([CH2:2][CH2:3][CH3:4])[C:5]1([CH2:21][N:34]([O:33][C:31]([C:29]([O:28][O:27][C:23]([CH3:24])([CH3:25])[CH3:26])=[O:30])=[O:32])[C:35]([O:36][C:37]([CH3:38])([CH3:39])[CH3:40])=[O:41])[C:6](=[O:20])[N:7]([CH2:11][C:12]([c:13]2[cH:14][cH:15][cH:16][cH:17][cH:18]2)=[O:19])[C:8](=[O:10])[NH:9]1. The reactants are C[O-].[Na+] (sodium methoxide), C(C)OC(C(P(=O)(O)O)(CC)CC)=O (diethyl phosphonoacetic acid ethyl ester), C(C)/C(/C=O)=C\CC ((E)-2-ethyl-2-pentenal), O (water). Run in CO (methanol). Reaction conditions: time 3 hour. The product is C(C)/C(/C=C/C(=O)OC)=C\CC (methyl (E,E)-4-ethyl-2,4-heptadienoate). Isolated yield 77.7%. As a reaction SMILES: C[O-].[Na+].[CH2:4]([O:6][C:7](=[O:17])[C:8](CC)(CC)P(O)(O)=O)C.[CH2:18](/[C:20](=[CH:23]\[CH2:24][CH3:25])/[CH:21]=O)[CH3:19].O>CO>[CH2:18](/[C:20](=[CH:23]\[CH2:24][CH3:25])/[CH:21]=[CH:8]/[C:7]([O:6][CH3:4])=[O:17])[CH3:19] |f:0.1|. Procedure: To a 28 wt % solution of sodium methoxide in methanol (25.7 g) at 10° C. were added dropwise diethyl phosphonoacetic acid ethyl ester (25.3 g) and (E)-2-ethyl-2-pentenal (11.5 g) successively under a nitrogen atmosphere. The reaction mixture was stirred at room temperature for 3 hours, poured into chilled water and extracted with ethyl acetate. The extract was washed with brine, dried over anhydrous magnesium sulfate, and evaporated in vacuo. The residue was chromatographed on silica gel (dichlo...